Task: describe an organic reaction: reactants, conditions, products, and yield. Dataset: the Open Reaction Database (ORD), a public repository of structured organic reaction records The reactants are C([O-])([O-])=O.[K+].[K+] (potassium carbonate), CC(=CCBr)C (3-methyl-2-butenyl bromide), CC1=C(C=CCC1=S)C(=O)OC (methyl 3-thio-2-methylbenzoate). The solvent is CC(=O)C (acetone). Reaction conditions: time 10 hour. Product: CC(=CCSC=1C(=C(C(=O)OC)C=CC1)C)C (Methyl 3-(3-methyl-2-butenylthio)-2-methylbenzoate). Reaction SMILES: C(=O)([O-])[O-].[K+].[K+].[CH3:7][C:8]([CH3:12])=[CH:9][CH2:10]Br.[CH3:13][C:14]1[C:19](=[S:20])[CH2:18][CH:17]=[CH:16][C:15]=1[C:21]([O:23][CH3:24])=[O:22]>CC(C)=O>[CH3:7][C:8]([CH3:12])=[CH:9][CH2:10][S:20][C:19]1[C:14]([CH3:13])=[C:15]([CH:16]=[CH:17][CH:18]=1)[C:21]([O:23][CH3:24])=[O:22] |f:0.1.2|. Procedure details: 37.9 g (0.275 mol) of potassium carbonate and 43.5 g (0.275 mol) of 3-methyl-2-butenyl bromide were added dropwise to 50 g (0.275 mol) of methyl 3-thio-2-methylbenzoate in 250 ml of acetone, and the mixture was stirred at room temperature for 10 hours. The solvent was distilled off, the residue was taken up in water/ethyl acetate and the organic phase was dried, filtered off and concentrated. The reactants are COCOC1=C2C(N(C(C2=C(C=C1C(OC)OC)I)=O)C(C)(C1=CC=CC=C1)C)O (4-Methoxymethoxy-5-dimethoxymethyl-3-hydroxy-7-iodo-2-(1-methyl-1-phenylethyl)isoindolinone), Cl.CO (hydrogen chloride methanol). The solvent is CO (methanol). Run at time 3 hour. Yields the product OC1=C2C(N(C(C2=C(C=C1C=O)I)=O)C(C)(C1=CC=CC=C1)C)OC (4-hydroxy-5-formyl-3-methoxy-7-iodo-2-(1-methyl-1-phenylethyl)isoindolinone). Isolated yield 79.0%. As a reaction SMILES: COC[O:4][C:5]1[C:13]([CH:14](OC)[O:15]C)=[CH:12][C:11]([I:19])=[C:10]2[C:6]=1[CH:7]([OH:30])[N:8]([C:21]([CH3:29])([C:23]1[CH:28]=[CH:27][CH:26]=[CH:25][CH:24]=1)[CH3:22])[C:9]2=[O:20].Cl.[CH3:32]O>CO>[OH:4][C:5]1[C:13]([CH:14]=[O:15])=[CH:12][C:11]([I:19])=[C:10]2[C:6]=1[CH:7]([O:30][CH3:32])[N:8]([C:21]([CH3:22])([C:23]1[CH:24]=[CH:25][CH:26]=[CH:27][CH:28]=1)[CH3:29])[C:9]2=[O:20] |f:1.2|. Procedure: 4-Methoxymethoxy-5-dimethoxymethyl-3-hydroxy-7-iodo-2-(1-methyl-1-phenylethyl)isoindolinone (490 mg, 0.929 mmol) was dissolved in methanol (10 mL), and the solution was treated with 10% hydrogen chloride-methanol solution (5 mL), followed by stirring at room temperature for 3 hours. The solvent was evaporated under reduced pressure and the residue was dissolved in acetonitrile (5 mL). The solution was added with 1 mol/L hydrochloric acid (5 mL) and stirred at room temperature for 1 hour. The pre... Reactants: C1COCCN1, C=O, CN(C)C(C(N)=S)c1ccccn1, CO. Yields the product CN(C)C(C(=S)NCN1CCOCC1)c1ccccn1. RXN SMILES: [CH2:14]1[CH2:15][O:16][CH2:17][CH2:18][NH:19]1.[CH2:20]=[O:21].[CH3:1][N:2]([CH:3]([C:4](=[S:5])[NH2:6])[c:7]1[n:8][cH:9][cH:10][cH:11][cH:12]1)[CH3:13].[CH3:22][OH:23]>>[CH3:1][N:2]([CH:3]([C:4](=[S:5])[NH:6][CH2:20][N:19]1[CH2:14][CH2:15][O:16][CH2:17][CH2:18]1)[c:7]1[n:8][cH:9][cH:10][cH:11][cH:12]1)[CH3:13]. The reactants are C=CC1=CC=CC=C1 (styrene), C1(\C=C/C(=O)O1)=O (maleic anhydride), C(C1=CC=CC=C1)O (benzyl alcohol). Solvent: C1CCOC1 (THF). Product: C=CC1=CC=CC=C1 (styrene), C(\C=C/C(=O)O)(=O)OCC1=CC=CC=C1 (benzyl hydrogen maleate). Reported procedure: Poly(styrene [50 mol %], benzyl hydrogen maleate [50 mol %]) was prepared by stirring at reflux for 25 hours a mixture of poly(styrene [50 mol %], maleic anhydride [50 mol %]), 200 mL of benzyl alcohol and 400 mL of THF. The THF was removed on a rotary evaporator, and the product was precipitated in hexane followed by precipitation from THF with diethyl ether to give 46 g of poly(styrene, benzyl hydrogen maleate). A mixture of 25 g of poly(styrene, benzyl hydrogen maleate), 150 mL of 3,4-dihydro... RXN SMILES: [CH2:1]=[CH:2][C:3]1[CH:8]=[CH:7][CH:6]=[CH:5][CH:4]=1.[C:9]1(=[O:15])[O:14][C:12](=[O:13])[CH:11]=[CH:10]1.[CH2:16]([OH:23])[C:17]1[CH:22]=[CH:21][CH:20]=[CH:19][CH:18]=1>C1COCC1>[CH2:1]=[CH:2][C:3]1[CH:8]=[CH:7][CH:6]=[CH:5][CH:4]=1.[C:12]([O:23][CH2:16][C:17]1[CH:22]=[CH:21][CH:20]=[CH:19][CH:18]=1)(=[O:13])/[CH:11]=[CH:10]\[C:9]([OH:14])=[O:15]. The reactants are CCN(C(C)C)C(C)C, C=CCNC(C)(C)c1cc(Cl)cc(Cl)c1, O=C(Cl)C(Cl)c1ccccc1, ClCCl, O, c1ccncc1. Yields the product C=CCN(C(=O)C(Cl)c1ccccc1)C(C)(C)c1cc(Cl)cc(Cl)c1. RXN SMILES: [CH2:7]([N:8]([CH:9]([CH3:10])[CH3:11])[CH:12]([CH3:13])[CH3:14])[CH3:15].[CH3:27][C:28]([CH3:29])([c:30]1[cH:31][c:32]([Cl:37])[cH:33][c:34]([Cl:36])[cH:35]1)[NH:38][CH2:39][CH:40]=[CH2:41].[Cl:16][CH:17]([C:18](=[O:19])[Cl:20])[c:21]1[cH:22][cH:23][cH:24][cH:25][cH:26]1.[Cl:42][CH2:43][Cl:44].[OH2:45].[cH:1]1[cH:2][cH:3][n:4][cH:5][cH:6]1>>[Cl:16][CH:17]([C:18](=[O:19])[N:38]([C:28]([CH3:27])([CH3:29])[c:30]1[cH:31][c:32]([Cl:37])[cH:33][c:34]([Cl:36])[cH:35]1)[CH2:39][CH:40]=[CH2:41])[c:21]1[cH:22][cH:23][cH:24][cH:25][cH:26]1. Reactants: COC(CC(CC(=O)OC)=O)=O (Dimethyl-3-oxoglutarate), CO (methanol), C(=O)[O-].[NH4+] (ammonium formate), [BH3-]C#N.[Na+] (NaBH3CN). Run in Cl (HCl), C(Cl)Cl (Methylene chloride). Yields the product COC(CC(CC(=O)OC)N)=O (dimethyl-3-aminoglutarate). Isolated yield 75.1%. RXN SMILES: [CH3:1][O:2][C:3](=[O:12])[CH2:4][C:5](=O)[CH2:6][C:7]([O:9][CH3:10])=[O:8].CO.C([O-])=O.[NH4+].[BH3-]C#[N:21].[Na+]>Cl.C(Cl)Cl>[CH3:1][O:2][C:3](=[O:12])[CH2:4][CH:5]([NH2:21])[CH2:6][C:7]([O:9][CH3:10])=[O:8] |f:2.3,4.5|. Procedure: Dimethyl-3-oxoglutarate (10 g, 57 mmol) was added to methanol (225 ml) followed by ammonium formate (36 g, 570 mmol) and NaBH3CN (3.7 g, 57 mmol) at 25° C. After 24 hours the methanol was removed in vacuo to leave a white mass. Methylene chloride was added and the mixture filtered. The methylene chloride was evaporated resulting in an oil which was dissolved in 1N HCl (200 ml) and extracted with ether (100 ml). The ether layer was discarded and the aqueous layer was made basic using solid K2CO3....